From a dataset of the Open Reaction Database (ORD), a public repository of structured organic reaction records. describe an organic reaction: reactants, conditions, products, and yield Reactants: C(C)[Si](C#CCCO)(CC)CC (4-(triethylsilyl)but-3-yn-1-ol), C1(=CC=C(C=C1)S(=O)(=O)Cl)C (p-toluensulfonyl chloride), N1=CC=CC=C1 (pyridine). The solvent is ClCCl (dichloromethane). Yields the product CC1=CC=C(C=C1)S(=O)(=O)OCCC#C[Si](CC)(CC)CC (4-(triethylsilyl)but-3-ynyl 4-methylbenzenesulfonate). Isolated yield 102.5%. RXN SMILES: [CH2:1]([Si:3]([CH2:11][CH3:12])([CH2:9][CH3:10])[C:4]#[C:5][CH2:6][CH2:7][OH:8])[CH3:2].[C:13]1([CH3:23])[CH:18]=[CH:17][C:16]([S:19](Cl)(=[O:21])=[O:20])=[CH:15][CH:14]=1.N1C=CC=CC=1>ClCCl>[CH3:23][C:13]1[CH:18]=[CH:17][C:16]([S:19]([O:8][CH2:7][CH2:6][C:5]#[C:4][Si:3]([CH2:1][CH3:2])([CH2:9][CH3:10])[CH2:11][CH3:12])(=[O:21])=[O:20])=[CH:15][CH:14]=1. Procedure: A solution of 4-(triethylsilyl)but-3-yn-1-ol (2 mL; 9.22 mmol), p-toluensulfonyl chloride (3.52 g; 18.44 mmol) and pyridine (1.49 mL; 18.44 mmol) in dichloromethane (30 mL) was stirred at room temperature for 3 days. The reaction mixture was then washed with a saturated solution of sodium hydrogen sulphate and brine. The organic layer was dried, concentrated under reduced pressure and the crude material was purified by flash chromatography on silica gel (eluent 2 to 20% ethyl acetate in heptane)... Starting materials: [N+](=O)([O-])C1=CC=C(C=C1)C1=C(C(=C(C(=C1C1=CC=CC=C1)C1=CC=CC=C1)C1=CC=C(C=C1)[N+](=O)[O-])C1=CC=CC=C1)C1=CC=CC=C1 (1,4-bis(4-nitrophenyl)-2,3,5,6-tetraphenylbenzene), [N+](=O)([O-])C1=CC=C(C=C1)C1=C(C(=C(C(=C1)C1=CC=CC=C1)C1=CC=C(C=C1)[N+](=O)[O-])C1=CC=CC=C1)C1=CC=CC=C1 (1,4-bis(4-nitrophenyl)-2,3,5-triphenylbenzene). The product is NC1=CC=C(C=C1)C1=C(C(=C(C(=C1C1=CC=CC=C1)C1=CC=CC=C1)C1=CC=C(C=C1)N)C1=CC=CC=C1)C1=CC=CC=C1 (1,4-bis(4-aminophenyl)-2,3,5,6-tetraphenylbenzene). RXN SMILES: [N+:1]([C:4]1[CH:9]=[CH:8][C:7]([C:10]2[C:15]([C:16]3[CH:21]=[CH:20][CH:19]=[CH:18][CH:17]=3)=[C:14]([C:22]3[CH:27]=[CH:26][CH:25]=[CH:24][CH:23]=3)[C:13]([C:28]3[CH:33]=[CH:32][C:31]([N+:34]([O-])=O)=[CH:30][CH:29]=3)=[C:12]([C:37]3[CH:42]=[CH:41][CH:40]=[CH:39][CH:38]=3)[C:11]=2[C:43]2[CH:48]=[CH:47][CH:46]=[CH:45][CH:44]=2)=[CH:6][CH:5]=1)([O-])=O.[N+](C1C=CC(C2C=C(C3C=CC=CC=3)C(C3C=CC([N+]([O-])=O)=CC=3)=C(C3C=CC=CC=3)C=2C2C=CC=CC=2)=CC=1)([O-])=O>>[NH2:1][C:4]1[CH:9]=[CH:8][C:7]([C:10]2[C:11]([C:43]3[CH:44]=[CH:45][CH:46]=[CH:47][CH:48]=3)=[C:12]([C:37]3[CH:42]=[CH:41][CH:40]=[CH:39][CH:38]=3)[C:13]([C:28]3[CH:33]=[CH:32][C:31]([NH2:34])=[CH:30][CH:29]=3)=[C:14]([C:22]3[CH:23]=[CH:24][CH:25]=[CH:26][CH:27]=3)[C:15]=2[C:16]2[CH:17]=[CH:18][CH:19]=[CH:20][CH:21]=2)=[CH:6][CH:5]=1. Reported procedure: 1,4-bis(4-aminophenyl)-2,3,5,6-tetraphenylbenzene was prepared according to the procedure set forth in Example 2 with 1,4-bis(4-nitrophenyl)-2,3,5,6-tetraphenylbenzene being used at the same molar amount as 1,4-bis(4-nitrophenyl)-2,3,5-triphenylbenzene in Example 3, but the yield was only 45%. The crude product was recrystallized from pyridine. The reactants are COC(=O)C1=COC2=C1C=CC(=C2)OC2=NC(=NC=C2)N (6-(2-amino-pyrimidin-4-yloxy)-benzofuran-3-carboxylic acid methyl ester), [NH4+].[Cl-] (NH4Cl), FC1=C(C=C(N)C=C1)C(F)(F)F (4-fluoro-3-trifluoromethyl-aniline), C[Al](C)C (Me3Al). Solvent: C1CCOC1 (THF), C1(=CC=CC=C1)C (toluene). Reaction conditions: temperature 10 celsius, time 1 hour. Yields the product FC1=C(C=C(C=C1)NC(=O)C1=COC2=C1C=CC(=C2)OC2=NC(=NC=C2)N)C(F)(F)F (6-(2-Amino-pyrimidin-4-yloxy)-benzofuran-3-carboxylic acid (4-fluoro-3-trifluoromethyl-phenyl)-amide). As a reaction SMILES: [F:1][C:2]1[CH:8]=[CH:7][C:5]([NH2:6])=[CH:4][C:3]=1[C:9]([F:12])([F:11])[F:10].C[Al](C)C.C[O:18][C:19]([C:21]1[C:25]2[CH:26]=[CH:27][C:28]([O:30][C:31]3[CH:36]=[CH:35][N:34]=[C:33]([NH2:37])[N:32]=3)=[CH:29][C:24]=2[O:23][CH:22]=1)=O.[NH4+].[Cl-]>C1(C)C=CC=CC=1.C1COCC1>[F:1][C:2]1[CH:8]=[CH:7][C:5]([NH:6][C:19]([C:21]2[C:25]3[CH:26]=[CH:27][C:28]([O:30][C:31]4[CH:36]=[CH:35][N:34]=[C:33]([NH2:37])[N:32]=4)=[CH:29][C:24]=3[O:23][CH:22]=2)=[O:18])=[CH:4][C:3]=1[C:9]([F:10])([F:11])[F:12] |f:3.4|. Reported procedure: In a dried vessel, 108 mg (0.60 mMol) 4-fluoro-3-trifluoromethyl-aniline are dissolved in 10 ml toluene and cooled to 10° C. Then 900 μl Me3Al (2 M in toluene; 1.8 mMol) are added via syringe. After 1 h at rt, a suspension of 171 mg (0.599 mMol) 6-(2-amino-pyrimidin-4-yloxy)-benzofuran-3-carboxylic acid methyl ester (Step 9.6) in 5 ml THF is added and the reaction mixture is stirred for 40 min in an oil bath of 110° C. The solution is cooled in ice and hydrolyzed with 20 ml of a sat. NH4Cl. Afte... Reactants: CC(=O)CC(C)=O, C1CCNCC1, C1CCCCC1, COc1ccc(C=O)cc1. Yields the product COc1ccc(C=C(C(C)=O)C(C)=O)cc1. Reaction SMILES: [C:11]([CH3:12])(=[O:13])[CH2:14][C:15]([CH3:16])=[O:17].[CH2:18]1[CH2:19][CH2:20][NH:21][CH2:22][CH2:23]1.[CH2:24]1[CH2:25][CH2:26][CH2:27][CH2:28][CH2:29]1.[CH3:1][O:2][c:3]1[cH:4][cH:5][c:6]([CH:7]=[O:8])[cH:9][cH:10]1>>[CH3:1][O:2][c:3]1[cH:4][cH:5][c:6]([CH:7]=[C:14]([C:11]([CH3:12])=[O:13])[C:15]([CH3:16])=[O:17])[cH:9][cH:10]1.